From a dataset of the Open Reaction Database (ORD), a public repository of structured organic reaction records. describe an organic reaction: reactants, conditions, products, and yield Starting materials: C(CCC=CCCCCCCCCCC)C1=CC=C(C(=O)O)C=C1 (4-(4-pentadecenyl)benzoic acid), ClCC(CO)O (3-chloro-1,2-propanediol), CN(P(=O)(N(C)C)N(C)C)C (hexamethylphosphoramide), [OH-].[Na+] (sodium hydroxide). The solvent is O (water), CCOCC (ether). The product is C(CCC=CCCCCCCCCCC)C1=CC=C(C(=O)OCC(CO)O)C=C1 (2,3-Dihydroxypropyl 4-(4-pentadecenyl)benzoate). As a reaction SMILES: [CH2:1]([C:16]1[CH:24]=[CH:23][C:19]([C:20]([OH:22])=[O:21])=[CH:18][CH:17]=1)[CH2:2][CH2:3][CH:4]=[CH:5][CH2:6][CH2:7][CH2:8][CH2:9][CH2:10][CH2:11][CH2:12][CH2:13][CH2:14][CH3:15].CN(C)P(N(C)C)(N(C)C)=O.[OH-].[Na+].Cl[CH2:39][CH:40]([OH:43])[CH2:41][OH:42]>O.CCOCC>[CH2:1]([C:16]1[CH:17]=[CH:18][C:19]([C:20]([O:22][CH2:39][CH:40]([OH:43])[CH2:41][OH:42])=[O:21])=[CH:23][CH:24]=1)[CH2:2][CH2:3][CH:4]=[CH:5][CH2:6][CH2:7][CH2:8][CH2:9][CH2:10][CH2:11][CH2:12][CH2:13][CH2:14][CH3:15] |f:2.3|. Procedure details: A solution of 7.35 g. of 4-(4-pentadecenyl)benzoic acid in 50 ml. of hexamethylphosphoramide is treated with 4.80 g. of 25% aqueous sodium hydroxide followed by 11.0 g. of 3-chloro-1,2-propanediol and then is heated at 140° C. for 6 hours. The mixture is diluted with water and ether and filtered to yield a white solid. Recrystallization from acetonitrile and then from carbon tetrachloride affords the product as a white solid. Reactants: CC(=O)O[BH-](OC(C)=O)OC(C)=O, O=CC1CN(C(CC2CCC2)C(=O)O)CC1c1cccc(F)c1, ClCCl, Cl, Fc1cc(F)cc(CCCC2CCNCC2)c1, [Na+], O=C(O)C(CC1CCC1)N1CC(CN2CCC(CCCc3ccccc3)CC2)C(c2cccc(F)c2)C1. RXN SMILES: [C:79]([O:80][BH-:81]([O:82][C:83](=[O:84])[CH3:85])[O:86][C:87](=[O:88])[CH3:89])(=[O:90])[CH3:91].[CH:1](=[O:2])[CH:3]1[CH2:4][N:5]([CH:15]([C:16](=[O:17])[OH:18])[CH2:19][CH:20]2[CH2:21][CH2:22][CH2:23]2)[CH2:6][CH:7]1[c:8]1[cH:9][c:10]([F:14])[cH:11][cH:12][cH:13]1.[Cl:93][CH2:94][Cl:95].[ClH:78].[F:61][c:62]1[cH:63][c:64]([CH2:69][CH2:70][CH2:71][CH:72]2[CH2:73][CH2:74][NH:75][CH2:76][CH2:77]2)[cH:65][c:66]([F:68])[cH:67]1.[Na+:92].[c:24]1([CH2:25][CH2:26][CH2:27][CH:28]2[CH2:29][CH2:30][N:31]([CH2:32][CH:33]3[CH:34]([c:35]4[cH:36][cH:37][cH:38][c:39]([F:40])[cH:41]4)[CH2:42][N:43]([CH:44]([CH2:45][CH:46]4[CH2:47][CH2:48][CH2:49]4)[C:50]([OH:51])=[O:52])[CH2:53]3)[CH2:54][CH2:55]2)[cH:56][cH:57][cH:58][cH:59][cH:60]1>>[CH2:1]([CH:3]1[CH2:4][N:5]([CH:15]([C:16](=[O:17])[OH:18])[CH2:19][CH:20]2[CH2:21][CH2:22][CH2:23]2)[CH2:6][CH:7]1[c:8]1[cH:9][c:10]([F:14])[cH:11][cH:12][cH:13]1)[N:75]1[CH2:74][CH2:73][CH:72]([CH2:71][CH2:70][CH2:69][c:64]2[cH:63][c:62]([F:61])[cH:67][c:66]([F:68])[cH:65]2)[CH2:77][CH2:76]1. Product: O=C(O)C(CC1CCC1)N1CC(CN2CCC(CCCc3cc(F)cc(F)c3)CC2)C(c2cccc(F)c2)C1. Reactants: ClCCC(COC1=CC=C(C=C1)OC)O (4-chloro-1-(4-methoxyphenoxy)-2-butanol), C1(=CC=CC=C1)N1CCNCC1 (1-phenylpiperazine), C([O-])([O-])=O.[Na+].[Na+] (sodium carbonate), [I-].[K+] (potassium iodide). Run in C(CCC)O (1-butanol). The product is COC1=CC=C(OCC(CCN2CCN(CC2)C2=CC=CC=C2)O)C=C1 (1-(4-Methoxyphenoxy)-4-(4-phenyl-1-piperazinyl)-2-butanol). Isolated yield 27.1%. As a reaction SMILES: Cl[CH2:2][CH2:3][CH:4]([OH:15])[CH2:5][O:6][C:7]1[CH:12]=[CH:11][C:10]([O:13][CH3:14])=[CH:9][CH:8]=1.[C:16]1([N:22]2[CH2:27][CH2:26][NH:25][CH2:24][CH2:23]2)[CH:21]=[CH:20][CH:19]=[CH:18][CH:17]=1.C(=O)([O-])[O-].[Na+].[Na+].[I-].[K+]>C(O)CCC>[CH3:14][O:13][C:10]1[CH:11]=[CH:12][C:7]([O:6][CH2:5][CH:4]([OH:15])[CH2:3][CH2:2][N:25]2[CH2:26][CH2:27][N:22]([C:16]3[CH:21]=[CH:20][CH:19]=[CH:18][CH:17]=3)[CH2:23][CH2:24]2)=[CH:8][CH:9]=1 |f:2.3.4,5.6|. Procedure details: This compound was prepared according to the procedure of Example 97. A mixture of 6.9 g (0.03 mole) of 4-chloro-1-(4-methoxyphenoxy)-2-butanol, 4.9 g (0.03 mole) of 1-phenylpiperazine, 16.0 g (0.15 mole) of anhydrous sodium carbonate and 0.3 g (0.002 mole) of potassium iodide in a total volume of 200 ml of 1-butanol gave an oil which solidified. The collected solid was recrystallized from 2-propanol to give 2.9 g (27%) of white crystalline powder, m.p. 103°-105° C. As a reaction SMILES: [C:1]([C:4]1[S:8][C:7](B(O)O)=[CH:6][CH:5]=1)(=[O:3])[CH3:2].Br[C:13]1[CH:18]=[CH:17][C:16]([O:19][C:20]([F:23])([F:22])[F:21])=[CH:15][CH:14]=1>>[F:21][C:20]([F:22])([F:23])[O:19][C:16]1[CH:17]=[CH:18][C:13]([C:7]2[S:8][C:4]([C:1](=[O:3])[CH3:2])=[CH:5][CH:6]=2)=[CH:14][CH:15]=1. Reported procedure: 1-(5-(4-(Trifluoromethoxy)phenyl)thien-2-yl)ethanone is prepared from 5-acetyl-2-thiopheneboronic acid and 1-bromo-4-(trifluoromethoxy)benzene according to general procedure A. The product is FC(OC1=CC=C(C=C1)C1=CC=C(S1)C(C)=O)(F)F (1-(5-(4-(Trifluoromethoxy)phenyl)thien-2-yl)ethanone). Reactants: C(C)(=O)C1=CC=C(S1)B(O)O (5-acetyl-2-thiopheneboronic acid), BrC1=CC=C(C=C1)OC(F)(F)F (1-bromo-4-(trifluoromethoxy)benzene).